Task: describe an organic reaction: reactants, conditions, products, and yield. Dataset: the Open Reaction Database (ORD), a public repository of structured organic reaction records The reactants are ClC1=C2C=3CCCCC3N3C2=C(C=C1)CCN(CC3)C (8-chloro-3-methyl-2,3,4,5,9,10,11,12-octahydro-1H-[1,4]diazocino[7,8,1-jk]carbazole), ClC(=O)OC(C)Cl (1-chloroethyl chloroformate). The solvent is ClC(C)Cl (dichloroethane). The product is ClC1=C2C=3CCCCC3N3C2=C(C=C1)CCNCC3 (8-Chloro-2,3,4,5,9,10,11,12-octahydro-1H-[1,4]diazocino[7,8,1-jk]carbazole). Yield: 101.5%. RXN SMILES: [Cl:1][C:2]1[CH:14]=[CH:13][C:12]2[CH2:15][CH2:16][N:17](C)[CH2:18][CH2:19][N:10]3[C:11]=2[C:3]=1[C:4]1[CH2:5][CH2:6][CH2:7][CH2:8][C:9]=13.ClC(OC(Cl)C)=O>ClC(Cl)C>[Cl:1][C:2]1[CH:14]=[CH:13][C:12]2[CH2:15][CH2:16][NH:17][CH2:18][CH2:19][N:10]3[C:11]=2[C:3]=1[C:4]1[CH2:5][CH2:6][CH2:7][CH2:8][C:9]=13. Reported procedure: To a solution of 8-chloro-3-methyl-2,3,4,5,9,10,11,12-octahydro-1H-[1,4]diazocino[7,8,1-jk]carbazole (0.60 g, 2.08 mmole) in dichloroethane (100 mL) was added 1-chloroethyl chloroformate (1.5 mL, 13.76 mmole) and refluxed for 24 hours. The reaction mixture was cooled to room temperature and the solvent removed in vacuo and replaced with methanol (100 mL) and refluxed for another 3 hours. The reaction mixture was cooled to room temperature and the solvent removed in vacuo. The dark residue was di... Solvent: C(Cl)Cl (CH2Cl2). Yields the product ClC1=CC2=C(N=C(CC(N2)=O)C2=CC(=NC=C2)C#N)C=C1N(C)C (4-(7-Chloro-8-dimethylamino-4-oxo-4,5-dihydro-3H-benzo[b][1,4]diazepin-2-yl)-pyridine-2-carbonitrile), solid. Procedure: The title compound was prepared from {4-chloro-2-[3-(2-cyano-pyridin-4-yl)-3-oxo-propionylamino]-5-dimethylamino-phenyl}-carbamic acid tert.-butyl ester (Example M15) by treatment with TFA in CH2Cl2 according to the general procedure N. Obtained as a yellow solid (50 mg). The reactants are C(C)(C)(C)OC(NC1=C(C=C(C(=C1)N(C)C)Cl)NC(CC(=O)C1=CC(=NC=C1)C#N)=O)=O ({4-chloro-2-[3-(2-cyano-pyridin-4-yl)-3-oxo-propionylamino]-5-dimethylamino-phenyl}-carbamic acid tert.-butyl ester), C(=O)(C(F)(F)F)O (TFA). As a reaction SMILES: C(OC(=O)[NH:7][C:8]1[CH:13]=[C:12]([N:14]([CH3:16])[CH3:15])[C:11]([Cl:17])=[CH:10][C:9]=1[NH:18][C:19](=[O:31])[CH2:20][C:21]([C:23]1[CH:28]=[CH:27][N:26]=[C:25]([C:29]#[N:30])[CH:24]=1)=O)(C)(C)C.C(O)(C(F)(F)F)=O>C(Cl)Cl>[Cl:17][C:11]1[C:12]([N:14]([CH3:16])[CH3:15])=[CH:13][C:8]2[N:7]=[C:21]([C:23]3[CH:28]=[CH:27][N:26]=[C:25]([C:29]#[N:30])[CH:24]=3)[CH2:20][C:19](=[O:31])[NH:18][C:9]=2[CH:10]=1.